From a dataset of the Open Reaction Database (ORD), a public repository of structured organic reaction records. describe an organic reaction: reactants, conditions, products, and yield Starting materials: C1(=CC=CC=C1)C(C1=CC=CC=C1)OC(=O)C1C(S([C@H]2N1C(C2(Br)Br)=O)=O)(C)C (6,6-dibromo-2,2-dimethylpenam-3-carboxylic acid 1-oxide diphenylmethyl ester), aqueous solution, [Cl-].[NH4+] (ammonium chloride), [Bi](Cl)(Cl)Cl (bismuth chloride), [Al] (aluminum). Run in ClCCl (dichloromethane), CO (methanol), O (water). Reaction conditions: temperature 25 celsius. Yields the product C1(=CC=CC=C1)C(C1=CC=CC=C1)OC(=O)C1C(S([C@H]2N1C(C2)=O)=O)(C)C (2,2-dimethylpenam-3-carboxylic acid 1-oxide diphenylmethyl ester). Isolated yield 89.0%. RXN SMILES: [C:1]1([CH:7]([O:14][C:15]([CH:17]2[N:21]3[C:22](=[O:26])[C:23](Br)(Br)[C@H:20]3[S:19](=[O:27])[C:18]2([CH3:29])[CH3:28])=[O:16])[C:8]2[CH:13]=[CH:12][CH:11]=[CH:10][CH:9]=2)[CH:6]=[CH:5][CH:4]=[CH:3][CH:2]=1.[Cl-].[NH4+].[Bi](Cl)(Cl)Cl.[Al]>ClCCl.O.CO>[C:1]1([CH:7]([O:14][C:15]([CH:17]2[N:21]3[C:22](=[O:26])[CH2:23][C@H:20]3[S:19](=[O:27])[C:18]2([CH3:29])[CH3:28])=[O:16])[C:8]2[CH:9]=[CH:10][CH:11]=[CH:12][CH:13]=2)[CH:2]=[CH:3][CH:4]=[CH:5][CH:6]=1 |f:1.2|. Reported procedure: A 82.6 g quantity of Compound 1 was dissolved in 300 mL of dichloromethane. To the solution was added 115 mL of 20% aqueous solution of ammonium chloride and 36 mL of methanol with stirring. After adding 1.6 g of bismuth chloride, 10 g of aluminum powder was gradually added to the mixture while maintaining at 20 to 30° C. The mixture was reacted for 5 hours while maintaining at 20 to 30° C. After adding 120 mL of water, insoluble metalresidue was filtered and an orgaic layer was separated. The o... Starting materials: F[B-](F)(F)F, C1COCCN1, COC(=O)c1ccc2c(C3CCCCC3)c3n(c2c1)CC(C(=O)O)Cc1ccccc1-3, CCN(C(C)C)C(C)C, CN(C)C=O, CN(C)C(On1nnc2ccccc21)=[N+](C)C. Product: COC(=O)c1ccc2c(C3CCCCC3)c3n(c2c1)CC(C(=O)C1CNCCO1)Cc1ccccc1-3. As a reaction SMILES: [B-:1]([F:2])([F:3])([F:4])[F:5].[CH2:54]1[CH2:55][O:56][CH2:57][CH2:58][NH:59]1.[CH:23]1([c:29]2[c:30]3[cH:31][cH:32][c:33]([C:50](=[O:51])[O:52][CH3:53])[cH:34][c:35]3[n:36]3[c:37]2-[c:38]2[c:39]([cH:46][cH:47][cH:48][cH:49]2)[CH2:40][CH:41]([C:43](=[O:44])[OH:45])[CH2:42]3)[CH2:24][CH2:25][CH2:26][CH2:27][CH2:28]1.[CH:60]([N:61]([CH2:62][CH3:63])[CH:64]([CH3:65])[CH3:66])([CH3:67])[CH3:68].[O:69]=[CH:70][N:71]([CH3:72])[CH3:73].[n:6]1([O:7][C:8]([N:9]([CH3:10])[CH3:11])=[N+:12]([CH3:13])[CH3:14])[c:15]2[cH:16][cH:17][cH:18][cH:19][c:20]2[n:21][n:22]1>>[CH:23]1([c:29]2[c:30]3[cH:31][cH:32][c:33]([C:50](=[O:51])[O:52][CH3:53])[cH:34][c:35]3[n:36]3[c:37]2-[c:38]2[c:39]([cH:46][cH:47][cH:48][cH:49]2)[CH2:40][CH:41]([C:43](=[O:45])[CH:55]2[CH2:54][NH:59][CH2:58][CH2:57][O:56]2)[CH2:42]3)[CH2:24][CH2:25][CH2:26][CH2:27][CH2:28]1.